This data is from the Open Reaction Database (ORD), a public repository of structured organic reaction records. The task is: describe an organic reaction: reactants, conditions, products, and yield Reactants: C(C)(C)(C)N=NC(C)(C)SCCO (2-t-butylazo-2-(β-hydroxyethylthio)propane), C(=O)(Cl)Cl (phosgene), ClC(=O)OCCSC(CC(C)C)(C)N=NC(C)(C)C (4-t-butylazo-4,6-dimethyl-3-thiaheptyl chloroformate). Product: ClC(=O)OCCSC(C)(C)N=NC(C)(C)C (4-t-Butylazo-4-methyl-3-thiapentyl chloroformate). RXN SMILES: C(N=NC(SCCO)(C)C)(C)(C)C.C(Cl)(Cl)=O.[Cl:18][C:19]([O:21][CH2:22][CH2:23][S:24][C:25]([N:31]=[N:32][C:33]([CH3:36])([CH3:35])[CH3:34])([CH3:30])[CH2:26]C(C)C)=[O:20]>>[Cl:18][C:19]([O:21][CH2:22][CH2:23][S:24][C:25]([N:31]=[N:32][C:33]([CH3:36])([CH3:35])[CH3:34])([CH3:30])[CH3:26])=[O:20]. Procedure details: 4-t-Butylazo-4-methyl-3-thiapentyl chloroformate was prepared from 2-t-butylazo-2-(β-hydroxyethylthio)propane and phosgene using the procedure described for the synthesis of 4-t-butylazo-4,6-dimethyl-3-thiaheptyl chloroformate in Example VIb. Starting materials: [H-].[Na+] (sodium hydride), NC(C1=CC(=NC=C1)N1CCN(CC1)C(CCC(C)(C)C)=O)=NO (1-{4-[Amino(hydroxyimino)methyl]pyridin-2-yl}-4-(4,4-dimethylpentanoyl)piperazine), COCC(=O)OC (methyl methoxyacetate). The solvent is C(C)(=O)OCC (ethyl acetate), O1CCCC1 (tetrahydrofuran). Reaction conditions: temperature 60 celsius, time 20 minute. Yields the product CC(CCC(=O)N1CCN(CC1)C1=NC=CC(=C1)C1=NOC(=N1)COC)(C)C (1-(4,4-dimethylpentanoyl)-4-{4-[5-(methoxymethyl)-1,2,4-oxadiazol-3-yl]pyridin-2-yl}piperazine). As a reaction SMILES: [NH2:1][C:2](=[N:23][OH:24])[C:3]1[CH:8]=[CH:7][N:6]=[C:5]([N:9]2[CH2:14][CH2:13][N:12]([C:15](=[O:22])[CH2:16][CH2:17][C:18]([CH3:21])([CH3:20])[CH3:19])[CH2:11][CH2:10]2)[CH:4]=1.[H-].[Na+].[CH3:27][O:28][CH2:29][C:30](OC)=O>O1CCCC1.C(OCC)(=O)C>[CH3:19][C:18]([CH3:20])([CH3:21])[CH2:17][CH2:16][C:15]([N:12]1[CH2:13][CH2:14][N:9]([C:5]2[CH:4]=[C:3]([C:2]3[N:1]=[C:30]([CH2:29][O:28][CH3:27])[O:24][N:23]=3)[CH:8]=[CH:7][N:6]=2)[CH2:10][CH2:11]1)=[O:22] |f:1.2|. Reported procedure: 1-{4-[Amino(hydroxyimino)methyl]pyridin-2-yl}-4-(4,4-dimethylpentanoyl)piperazine (62 mg) was dissolved in tetrahydrofuran (2 mL), then oily sodium hydride (13 mg) was added thereto, stirred at 60° C. for 20 minutes, and methyl methoxyacetate (0.028 mL) was added thereto and heated under reflux for 1 hour. The reaction liquid was diluted with ethyl acetate, washed with water and saturated saline water, and dried with anhydrous sodium sulfate. The solvent was evaporated away, and the resulting re... The reactants are OC=1C(=NC=2C=C(C3=C(C2N1)C=CC=C3S(N)(=O)=O)[N+](=O)[O-])O (2,3-dihydroxy-6-nitro-7-sulphamoyl-benzo[f]quinoxaline), Cl (hydrochloric acid). The reagents and catalysts are [Ni] (Ra-Ni). Run in CN(C=O)C (dimethylformamide). The product is NC=1C2=C(C=3N=C(C(=NC3C1)O)O)C=CC=C2S(N)(=O)=O (6-amino-2,3-dihydroxy-7-sulphamoyl-benzo[f]quinoxaline). Isolated yield 43.8%. As a reaction SMILES: [OH:1][C:2]1[C:3]([OH:23])=[N:4][C:5]2[CH:6]=[C:7]([N+:20]([O-])=O)[C:8]3[C:15]([S:16](=[O:19])(=[O:18])[NH2:17])=[CH:14][CH:13]=[CH:12][C:9]=3[C:10]=2[N:11]=1.Cl>CN(C)C=O.[Ni]>[NH2:20][C:7]1[C:8]2[C:15]([S:16](=[O:18])(=[O:19])[NH2:17])=[CH:14][CH:13]=[CH:12][C:9]=2[C:10]2[N:11]=[C:2]([OH:1])[C:3]([OH:23])=[N:4][C:5]=2[CH:6]=1. Procedure details: A solution of 0,5 g (1,49 mmol) 2,3-dihydroxy-6-nitro-7-sulphamoyl-benzo[f]quinoxaline in 75 ml dimethylformamide was hydrogenated at atm. pressure by using ca. 1 g Ra-Ni as a catalyst. The filtered reaction mixture was added 5 ml 1N hydrochloric acid, and then evaporated in vacuo. The crude product was recrystallized (dimethylformamide-water) to give 0,2 g (40%) 6-amino-2,3-dihydroxy-7-sulphamoyl-benzo[f]quinoxaline as a hydrochloride salt. Yield: 72.3%. The product is S1C(=CC=C1)C=1SC(=CN1)C#N (2-thiophen-2-yl-thiazole-5-carbonitrile). RXN SMILES: [S:1]1[CH:5]=[CH:4][CH:3]=[C:2]1[C:6]1[S:7][C:8]([CH:11]=O)=[CH:9][N:10]=1.Cl.[NH2:14]O>CN(C)C=O>[S:1]1[CH:5]=[CH:4][CH:3]=[C:2]1[C:6]1[S:7][C:8]([C:11]#[N:14])=[CH:9][N:10]=1 |f:1.2|. Reported procedure: 6.6 g 2-thiophen-2-yl-thiazole-5-carbaldehyde, 2.8 g hydroxylamine hydrochloride in 45 ml dimethylformamide are heated to 150° C. for 2 hours. The solvent is removed under reduced pressure. The crude product is purified by flash column chromatography in ethylacetate:hexane=1:5. 4.7 g of 2-thiophen-2-yl-thiazole-5-carbonitrile (11) are obtained. 1H (CDCl3): 8.2, 1H, d; 7.6, 1H, d; 7.5, 1H, d; 7.1, 1H, dd. 13C (CDCL3) 166.8 Cq, 152.5 Cq, 135.6 CH, 130.7 CH, 129.0 CH, 128.5 CH, 111.9 Cq 104.4 Cq. Starting materials: S1C(=CC=C1)C=1SC(=CN1)C=O (2-thiophen-2-yl-thiazole-5-carbaldehyde), Cl.NO (hydroxylamine hydrochloride). Run in CN(C=O)C (dimethylformamide). Starting materials: C(C)OC(=O)C1(CCNCC1)C1=CC=CC=C1 (4-phenylpiperidine-4-carboxylic acid ethyl ester), Cl (hydrochloric acid). The reagents and catalysts are [Pt](=O)=O (platinum (IV) oxide), O=[Pt]=O (PtO2). Run in CCO (EtOH). Reaction conditions: time 18 hour. Yields the product C(C)OC(=O)C1(CCNCC1)C1CCCCC1 (4-cyclohexylpiperidine-4-carboxylic acid ethyl ester). RXN SMILES: [CH2:1]([O:3][C:4]([C:6]1([C:12]2[CH:17]=[CH:16][CH:15]=[CH:14][CH:13]=2)[CH2:11][CH2:10][NH:9][CH2:8][CH2:7]1)=[O:5])[CH3:2].Cl>CCO.[Pt](=O)=O>[CH2:1]([O:3][C:4]([C:6]1([CH:12]2[CH2:17][CH2:16][CH2:15][CH2:14][CH2:13]2)[CH2:7][CH2:8][NH:9][CH2:10][CH2:11]1)=[O:5])[CH3:2]. Reported procedure: To a solution of 4-phenylpiperidine-4-carboxylic acid ethyl ester (56 g, 248 mmol) in EtOH (700 mL) is added platinum (IV) oxide (10.2 g, 45 mmol) and concentrated hydrochloric acid. The Flask is purged with nitrogen and shaken on a Parr hydrogenation apparatus at 40 psig for 18 hours. The flask is removed and additional PtO2 (2 g, 8.8 mmol) is added and hydrogenation is continued at 40 psig an additional 6 hours. The reaction solution is filtered to remove the catalyst and the filtrated is conc... Starting materials: C(C)(C)(C)OC(NCCNC(C1=C(C=CC=C1)O)=O)=O ([2-(2-hydroxy-benzoylamino)-ethyl]-carbamic acid tert-butyl ester), Cl (HCl). Solvent: C(Cl)Cl (CH2Cl2). Run at time 30 minute. The product is NCCNC(C1=C(C=CC=C1)O)=O (N-(2-aminoethyl)-2-hydroxybenzamide). The yield is 97.8%. As a reaction SMILES: C(OC(=O)[NH:7][CH2:8][CH2:9][NH:10][C:11](=[O:19])[C:12]1[CH:17]=[CH:16][CH:15]=[CH:14][C:13]=1[OH:18])(C)(C)C.Cl>C(Cl)Cl>[NH2:7][CH2:8][CH2:9][NH:10][C:11](=[O:19])[C:12]1[CH:17]=[CH:16][CH:15]=[CH:14][C:13]=1[OH:18]. Procedure: To a stirring solution of [2-(2-hydroxy-benzoylamino)-ethyl]-carbamic acid tert-butyl ester (1.0 g, 3.57 mmol) in CH2Cl2 (20 mL) was added 2 M HCl (10.71 mL, 21.42 mmol). The reaction was stirred for 30 min and then conc in vacuo to yield a white solid. The solid was rinsed with Et2O and dissolved in 20 mL of MeOH. To the solution was added DiaionWaz21 J resin (5 g, Supelco). The solution was stirred for 30 min and then filtered. The filtrate was conc in vacuo to yield 629 mg (98%) of the produc...